Dataset: the Open Reaction Database (ORD), a public repository of structured organic reaction records. Task: describe an organic reaction: reactants, conditions, products, and yield Reactants: C(CCCCCCCCCCC)C1(COCCOCC(COCCOC1)(C)C)CC1=C(C=CC(=C1)OCC1=CC=CC=C1)OCC1=CC=CC=C1 (6-Dodecyl-6-[2,5-di(benzyloxy) -benzyl]-13,13-dimethyl-l,4,8,11-tetraoxacyclotetradecane). The reagents and catalysts are [Pd] (palladium-on-carbon). Solvent: C(C)(=O)OCC (ethyl acetate), CO (methanol). The product is C(CCCCCCCCCCC)C1(COCCOCC(COCCOC1)(C)C)CC1=C(C=CC(=C1)O)O (6-Dodecyl-6-(2,5-dihydroxybenzyl) -13,13-dimethyl-l,4,8,ll-tetraoxacyclotetradecane). Yield: 108.0%. As a reaction SMILES: [CH2:1]([C:13]1([CH2:29][C:30]2[CH:35]=[C:34]([O:36]CC3C=CC=CC=3)[CH:33]=[CH:32][C:31]=2[O:44]CC2C=CC=CC=2)[CH2:26][O:25][CH2:24][CH2:23][O:22][CH2:21][C:20]([CH3:28])([CH3:27])[CH2:19][O:18][CH2:17][CH2:16][O:15][CH2:14]1)[CH2:2][CH2:3][CH2:4][CH2:5][CH2:6][CH2:7][CH2:8][CH2:9][CH2:10][CH2:11][CH3:12]>C(OCC)(=O)C.CO.[Pd]>[CH2:1]([C:13]1([CH2:29][C:30]2[CH:35]=[C:34]([OH:36])[CH:33]=[CH:32][C:31]=2[OH:44])[CH2:14][O:15][CH2:16][CH2:17][O:18][CH2:19][C:20]([CH3:27])([CH3:28])[CH2:21][O:22][CH2:23][CH2:24][O:25][CH2:26]1)[CH2:2][CH2:3][CH2:4][CH2:5][CH2:6][CH2:7][CH2:8][CH2:9][CH2:10][CH2:11][CH3:12]. Procedure details: A solution of 15.8 g (22.5 mmol) of Compound 5 in 20 mL of ethyl acetate and 20 mL of methanol was mixed with 0.4 g of palladium-on-carbon in a parr flask under a nitrogen atmosphere. The mixture was reacted at 50-60° C. under 50 psi H2 for 4 hours. After cooling, the product was filtered through Celite diatomaceous earth and the solvent removed to yield 12.7 g of impure product (Compound 6). Reactants: C(C)(C)O (Isopropanol), S(O)(O)(=O)=O (sulfuric acid), [N+](=O)([O-])C1=CC=C(C[C@H](NC(C2=C(C=CC=C2Cl)Cl)=O)C(=O)O)C=C1 (4-nitro-N-(2,6-dichlorobenzoyl)-L-phenylalanine). Run in O1CCCC1 (tetrahydrofuran). Run at temperature 50 celsius, time 5 day. The product is C(C)(C)OC([C@@H](NC(C1=C(C=CC=C1Cl)Cl)=O)CC1=CC=C(C=C1)[N+](=O)[O-])=O (4-nitro-N-(2,6-dichlorobenzoyl)-L-phenylalanine isopropylester). Reaction SMILES: [CH:1]([OH:4])([CH3:3])[CH3:2].S(=O)(=O)(O)O.[N+:10]([C:13]1[CH:34]=[CH:33][C:16]([CH2:17][C@@H:18]([C:30](O)=[O:31])[NH:19][C:20](=[O:29])[C:21]2[C:26]([Cl:27])=[CH:25][CH:24]=[CH:23][C:22]=2[Cl:28])=[CH:15][CH:14]=1)([O-:12])=[O:11]>O1CCCC1>[CH:1]([O:4][C:30](=[O:31])[C@H:18]([CH2:17][C:16]1[CH:15]=[CH:14][C:13]([N+:10]([O-:12])=[O:11])=[CH:34][CH:33]=1)[NH:19][C:20](=[O:29])[C:21]1[C:26]([Cl:27])=[CH:25][CH:24]=[CH:23][C:22]=1[Cl:28])([CH3:3])[CH3:2]. Reported procedure: Isopropanol (130 mL), tetrahydrofuran (50 mL) and sulfuric acid (0.44 mL) were added to 4-nitro-N-(2,6-dichlorobenzoyl)-L-phenylalanine (2.95 g, 7.70 mmol) and stirred at 50° C. for 5 days. After removing the solvent under reduced pressure, the obtained solid material was washed with water and dried to obtain 3.28 g of a white solid material. Starting materials: O (water), NN1N=CN=C1 (1-amino-1H-1,2,4-triazole), ClC1=CC=C(OCC(=O)C2=CC=C(C=C2)F)C=C1 (2-(4-chlorophenoxy)-4'-fluoroacetophenone), C1(=CC=C(C=C1)S(=O)(=O)O)C (p-toluene sulfonic acid). Solvent: C1(=CC=CC=C1)C (toluene). Product: ClC1=CC=C(OCC(C2=CC=C(C=C2)F)=NN2N=CN=C2)C=C1 (N-[2-(4-chlorophenoxy)-1-(4-fluorophenyl)ethylidene]-1H-1,2,4-triazol-1-amine). As a reaction SMILES: [NH2:1][N:2]1[CH:6]=[N:5][CH:4]=[N:3]1.[Cl:7][C:8]1[CH:24]=[CH:23][C:11]([O:12][CH2:13][C:14]([C:16]2[CH:21]=[CH:20][C:19]([F:22])=[CH:18][CH:17]=2)=O)=[CH:10][CH:9]=1.C1(C)C=CC(S(O)(=O)=O)=CC=1.O>C1(C)C=CC=CC=1>[Cl:7][C:8]1[CH:9]=[CH:10][C:11]([O:12][CH2:13][C:14](=[N:1][N:2]2[CH:6]=[N:5][CH:4]=[N:3]2)[C:16]2[CH:21]=[CH:20][C:19]([F:22])=[CH:18][CH:17]=2)=[CH:23][CH:24]=1. Procedure: To a stirred solution of 1-amino-1H-1,2,4-triazole (75% purity, 5.6 g, 0.05 mmol) and 2-(4-chlorophenoxy)-4'-fluoroacetophenone (13.2 g, 0.05 mmol) in 100 mL dry toluene is added a catalytic amount (1.0 g) p-toluene sulfonic acid. The mixture is heated at reflux with azeotropic removal of water for 4 days. Solvent is evaporated and the residue taken up in 200 mL ethyl acetate. The organic solution is washed with 2×100 mL 10% aqueous Na2CO3 and 1×100 mL brine. The dried (MgSO4) solution is filter... Starting materials: COc1ccc2c(c1)C(O)(c1ccccc1)OC21CCN(Cc2ccccc2)CC1, CO, [Na+], [OH-], O. Product: COc1ccc2c(c1)C(OC)(c1ccccc1)OC21CCN(Cc2ccccc2)CC1. As a reaction SMILES: [CH2:1]([c:2]1[cH:3][cH:4][cH:5][cH:6][cH:7]1)[N:8]1[CH2:9][CH2:10][C:11]2([O:12][C:13]([c:22]3[cH:23][cH:24][cH:25][cH:26][cH:27]3)([OH:28])[c:14]3[cH:15][c:16]([O:20][CH3:21])[cH:17][cH:18][c:19]32)[CH2:29][CH2:30]1.[CH3:31][OH:32].[Na+:34].[OH-:33].[OH2:35]>>[CH2:1]([c:2]1[cH:3][cH:4][cH:5][cH:6][cH:7]1)[N:8]1[CH2:9][CH2:10][C:11]2([O:12][C:13]([c:22]3[cH:23][cH:24][cH:25][cH:26][cH:27]3)([O:28][CH3:31])[c:14]3[cH:15][c:16]([O:20][CH3:21])[cH:17][cH:18][c:19]32)[CH2:29][CH2:30]1. The reactants are [Al+3], COC(=O)c1c(Br)ccc2nn(C)cc12, [H-], [H-], [H-], [H-], [Li+], [Na+], [Na+], C1CCOC1, O, O, O, O, O, O, O, O, O, O, O=S(=O)([O-])[O-]. Product: Cn1cc2c(CO)c(Br)ccc2n1. RXN SMILES: [Al+3:2].[Br:7][c:8]1[c:9]([C:18](=[O:19])[O:20][CH3:21])[c:10]2[cH:11][n:12]([CH3:17])[n:13][c:14]2[cH:15][cH:16]1.[H-:1].[H-:4].[H-:5].[H-:6].[Li+:3].[Na+:37].[Na+:38].[O:39]1[CH2:40][CH2:41][CH2:42][CH2:43]1.[OH2:22].[OH2:23].[OH2:24].[OH2:25].[OH2:26].[OH2:27].[OH2:28].[OH2:29].[OH2:30].[OH2:31].[S:32]([O-:33])([O-:34])(=[O:35])=[O:36]>>[Br:7][c:8]1[c:9]([CH2:18][OH:19])[c:10]2[cH:11][n:12]([CH3:17])[n:13][c:14]2[cH:15][cH:16]1. Reactants: Cl.NCC(=O)NC(C1=CC=CC=C1)C1=CC=C(C=C1)Cl (rac-2-amino-N-[(4-chloro-phenyl)-phenyl-methyl]-acetamide hydrochloride), FC(OC1=CC=C(C(=O)O)C=C1)F (4-difluoromethoxybenzoic acid). Yields the product ClC1=CC=C(C=C1)C(C1=CC=CC=C1)NC(=O)CNC(C1=CC=C(C=C1)OC(F)F)=O (rac-N-({[(4-Chloro-phenyl)-phenyl-methyl]-carbamoyl}-methyl)-4-difluoromethoxy-benzamide). Reaction SMILES: Cl.[NH2:2][CH2:3][C:4]([NH:6][CH:7]([C:14]1[CH:19]=[CH:18][C:17]([Cl:20])=[CH:16][CH:15]=1)[C:8]1[CH:13]=[CH:12][CH:11]=[CH:10][CH:9]=1)=[O:5].[F:21][CH:22]([F:33])[O:23][C:24]1[CH:32]=[CH:31][C:27]([C:28](O)=[O:29])=[CH:26][CH:25]=1>>[Cl:20][C:17]1[CH:18]=[CH:19][C:14]([CH:7]([NH:6][C:4]([CH2:3][NH:2][C:28](=[O:29])[C:27]2[CH:31]=[CH:32][C:24]([O:23][CH:22]([F:21])[F:33])=[CH:25][CH:26]=2)=[O:5])[C:8]2[CH:13]=[CH:12][CH:11]=[CH:10][CH:9]=2)=[CH:15][CH:16]=1 |f:0.1|. Reported procedure: Prepared in analogy to example 1.12 from rac-2-amino-N-[(4-chloro-phenyl)-phenyl-methyl]-acetamide hydrochloride (Example 3.1) and 4-difluoromethoxybenzoic acid. Starting materials: C1(=CC=CC=C1)O (phenol), CCN(C(C)C)C(C)C (Hunig's base), FC(S(=O)(=O)OC[C@H]1C[C@@H](CO1)SC(C)=O)(F)F (Ethanethioic acid trans(+/-)-S-[tetrahydro-5-[[[(trifluoromethyl)sulfonyl]oxy]methyl]-3-furanyl]ester). Run in C(Cl)Cl (methylene chloride), C(Cl)Cl (methylene chloride). Run at time 50 minute. Product: O(C1=CC=CC=C1)C[C@H]1C[C@@H](CO1)SC(C)=O (Ethanethioic acid trans-(+/-)-S-[tetrahydro-5-(phenoxymethyl)-3-furanyl]-ester). Yield: 60.9%. As a reaction SMILES: [C:1]1([OH:7])[CH:6]=[CH:5][CH:4]=[CH:3][CH:2]=1.CCN(C(C)C)C(C)C.FC(F)(F)S(O[CH2:23][C@@H:24]1[O:28][CH2:27][C@@H:26]([S:29][C:30](=[O:32])[CH3:31])[CH2:25]1)(=O)=O>C(Cl)Cl>[O:7]([CH2:23][C@@H:24]1[O:28][CH2:27][C@@H:26]([S:29][C:30](=[O:32])[CH3:31])[CH2:25]1)[C:1]1[CH:6]=[CH:5][CH:4]=[CH:3][CH:2]=1. Reported procedure: To a 0° C. solution of 0.326 g of phenol, 1.8 ml of Hunig's base, and 2.5 ml of methylene chloride is added, via syringe, 1.07 g of product from Example 22 in 0.50 ml of methylene chloride. The reaction is stirred in an ice bath for 50 minutes; during which time the progress of reaction is checked by thin layer chromatography. The mixture is concentrated in vacuo, dissolved in ethyl acetate and washed with sodium bicarbonate. The organic layer is dried, concentrated in vacuo, and purified by chr...